Dataset: the Open Reaction Database (ORD), a public repository of structured organic reaction records. Task: describe an organic reaction: reactants, conditions, products, and yield Reactants: C[S+](C)(C)=O, CS(C)=O, CC(C)(CC(=O)C(F)(F)F)c1cccc(C2(C)OCCO2)c1, [I-]. The product is CC(C)(CC1(C(F)(F)F)CO1)c1cccc(C2(C)OCCO2)c1. RXN SMILES: [CH3:24][S+:25]([CH3:26])([CH3:27])=[O:28].[CH3:29][S:30]([CH3:31])=[O:32].[F:1][C:2]([C:3]([CH2:4][C:5]([CH3:6])([c:7]1[cH:8][c:9]([C:13]2([CH3:18])[O:14][CH2:15][CH2:16][O:17]2)[cH:10][cH:11][cH:12]1)[CH3:19])=[O:20])([F:21])[F:22].[I-:23]>>[F:1][C:2]([C:3]1([CH2:4][C:5]([CH3:6])([c:7]2[cH:8][c:9]([C:13]3([CH3:18])[O:14][CH2:15][CH2:16][O:17]3)[cH:10][cH:11][cH:12]2)[CH3:19])[O:20][CH2:24]1)([F:21])[F:22]. The reactants are Br.C1(CC1)C(=N)C1CC1 (dicyclopropylmethanimine hydrobromide), Cl(=O)(=O)(=O)[O-].[NH4+] (ammonium perchlorate). Solvent: CS(=O)C (dimethyl sulfoxide). Reaction conditions: temperature 100 celsius, time 1 hour. Yields the product Cl(=O)(=O)(=O)[O-].[N+]1=2CCCC2CCC1 (1-Azoniabicyclo[3.3.0]oct-1(5)-ene perchlorate). Yield: 81.6%. As a reaction SMILES: Br.[CH:2]1([C:5]([CH:7]2[CH2:9][CH2:8]2)=[NH:6])[CH2:4][CH2:3]1.[Cl:10]([O-:14])(=[O:13])(=[O:12])=[O:11].[NH4+]>CS(C)=O>[Cl:10]([O-:14])(=[O:13])(=[O:12])=[O:11].[N+:6]12[CH2:9][CH2:8][CH2:7][C:5]=1[CH2:2][CH2:3][CH2:4]2 |f:0.1,2.3,5.6|. Procedure details: To a solution of dicyclopropylmethanimine hydrobromide (1.00 g, 5.26 mmol) in 6.0 ml of dimethyl sulfoxide was added 1.29 g (10.5 mmol) of ammonium perchlorate. The mixture was heated with stirring at 100° C. for 1 hour. The solvent was distilled out in vacuo and isobutyl alcohol was added to the residue. Precipitated crystals was obtained and recrystallized from ethanol to afford 0.90 g (Yield: 82%) of the desired compound. Starting materials: BrCCCC(=O)OCC1=CC=CC=C1 (benzyl 4-bromobutyrate), N1C=NC=C1 (imidazole), C([O-])([O-])=O.[K+].[K+] (potassium carbonate). The solvent is CC(=O)C (acetone). Product: N1(C=NC=C1)CCCC(=O)OCC1=CC=CC=C1 (benzyl 4-(1-imidazolyl)butyrate). Yield: 32.4%. RXN SMILES: Br[CH2:2][CH2:3][CH2:4][C:5]([O:7][CH2:8][C:9]1[CH:14]=[CH:13][CH:12]=[CH:11][CH:10]=1)=[O:6].[NH:15]1[CH:19]=[CH:18][N:17]=[CH:16]1.C(=O)([O-])[O-].[K+].[K+]>CC(C)=O>[N:15]1([CH2:2][CH2:3][CH2:4][C:5]([O:7][CH2:8][C:9]2[CH:14]=[CH:13][CH:12]=[CH:11][CH:10]=2)=[O:6])[CH:19]=[CH:18][N:17]=[CH:16]1 |f:2.3.4|. Procedure details: A mixture of benzyl 4-bromobutyrate (23.7 g), imidazole (8.1 g), potassium carbonate (14.0 g) and acetone (400 ml) was stirred under reflux for 6 hours. After cooling the mixture to room temperature, the insoluble material was filtered off, and the filtrate was concentrated. The residual oil was subjected to column chromatography on silica gel. The fractions eluted with ethyl acetate/methanol (20/1, v/v) gave benzyl 4-(1-imidazolyl)butyrate (7.3 g, 33%) as an oil. The reactants are C(=C)C1=CN=CC(=N1)C1=CC2=C(C=N1)C=NN2C2=CC=CC(=N2)N2CCN(CC2)C(=O)OC(C)(C)C (tert-butyl 4-[6-[6-(6-vinylpyrazin-2-yl)pyrazolo[4,3-c]pyridin-1-yl]-2-pyridyl]piperazine-1-carboxylate), O.C[N+]1(CCOCC1)[O-] (N-methylmorpholine-N-oxide monohydrate), solution, O (water). The reagents and catalysts are [Os](=O)(=O)(=O)=O (osmium tetroxide), C(C)(C)(C)O (tert-butanol). Run in CC(=O)C (acetone). Product: OC(CO)C1=CN=CC(=N1)C1=CC2=C(C=N1)C=NN2C2=CC=CC(=N2)N2CCN(CC2)C(=O)OC(C)(C)C (tert-butyl 4-(6-(6-(6-(1,2-dihydroxyethyl)pyrazin-2-yl)-1H-pyrazolo[4,3-c]pyridin-1-yl)pyridin-2-yl)piperazine-1-carboxylate). The yield is 67.0%. Reaction SMILES: [CH:1]([C:3]1[N:8]=[C:7]([C:9]2[N:14]=[CH:13][C:12]3[CH:15]=[N:16][N:17]([C:18]4[N:23]=[C:22]([N:24]5[CH2:29][CH2:28][N:27]([C:30]([O:32][C:33]([CH3:36])([CH3:35])[CH3:34])=[O:31])[CH2:26][CH2:25]5)[CH:21]=[CH:20][CH:19]=4)[C:11]=3[CH:10]=2)[CH:6]=[N:5][CH:4]=1)=[CH2:2].[OH2:37].C[N+]1([O-])CCOCC1.[OH2:46]>CC(C)=O.[Os](=O)(=O)(=O)=O.C(O)(C)(C)C>[OH:37][CH:1]([C:3]1[N:8]=[C:7]([C:9]2[N:14]=[CH:13][C:12]3[CH:15]=[N:16][N:17]([C:18]4[N:23]=[C:22]([N:24]5[CH2:25][CH2:26][N:27]([C:30]([O:32][C:33]([CH3:36])([CH3:35])[CH3:34])=[O:31])[CH2:28][CH2:29]5)[CH:21]=[CH:20][CH:19]=4)[C:11]=3[CH:10]=2)[CH:6]=[N:5][CH:4]=1)[CH2:2][OH:46] |f:1.2|. Procedure: A mixture of tert-butyl 4-[6-[6-(6-vinylpyrazin-2-yl)pyrazolo[4,3-c]pyridin-1-yl]-2-pyridyl]piperazine-1-carboxylate (513 mg; 1.06 mmol), N-methylmorpholine-N-oxide monohydrate (744 mg, 6.35 mmol) and 2.5% solution of osmium tetroxide in tert-butanol (0.6 ml, 0.04764 mmol) in 20 ml of acetone and 2.5 ml of water was stirred at room temperature for 24 hours. The mixture was filtered, mixed with water and extracted with EtOAc. The organic extracts were washed with water, 5% aq. citric acid, sat. a... The reactants are CC(=O)O[BH-](OC(C)=O)OC(C)=O, CN1CCC(=O)CC1, CC(=O)O, Nc1ccc(CN2CCOCC2)cc1, [Na+], C1CCOC1. The product is CN1CCC(Nc2ccc(CN3CCOCC3)cc2)CC1. As a reaction SMILES: [C:28]([O:29][BH-:30]([O:31][C:32](=[O:33])[CH3:34])[O:35][C:36](=[O:37])[CH3:38])(=[O:39])[CH3:40].[CH3:20][N:21]1[CH2:22][CH2:23][C:24](=[O:27])[CH2:25][CH2:26]1.[CH3:42][C:43](=[O:44])[OH:45].[NH2:1][c:2]1[cH:3][cH:4][c:5]([CH2:6][N:7]2[CH2:8][CH2:9][O:10][CH2:11][CH2:12]2)[cH:13][cH:14]1.[Na+:41].[O:15]1[CH2:16][CH2:17][CH2:18][CH2:19]1>>[NH:1]([c:2]1[cH:3][cH:4][c:5]([CH2:6][N:7]2[CH2:8][CH2:9][O:10][CH2:11][CH2:12]2)[cH:13][cH:14]1)[CH:24]1[CH2:23][CH2:22][N:21]([CH3:20])[CH2:26][CH2:25]1. Reactants: COC(=O)Cc1cc(Br)c(S(=O)(=O)c2ccc(OC)c(C(C)C)c2)c(Br)c1, CO, [K+], [OH-]. Yields the product COc1ccc(S(=O)(=O)c2c(Br)cc(CC(=O)O)cc2Br)cc1C(C)C. As a reaction SMILES: [Br:1][c:2]1[cH:3][c:4]([CH2:23][C:24](=[O:25])[O:26][CH3:27])[cH:5][c:6]([Br:22])[c:7]1[S:8](=[O:9])(=[O:10])[c:11]1[cH:12][c:13]([CH:19]([CH3:20])[CH3:21])[c:14]([O:17][CH3:18])[cH:15][cH:16]1.[CH3:30][OH:31].[K+:29].[OH-:28]>>[Br:1][c:2]1[cH:3][c:4]([CH2:23][C:24](=[O:25])[OH:26])[cH:5][c:6]([Br:22])[c:7]1[S:8](=[O:9])(=[O:10])[c:11]1[cH:12][c:13]([CH:19]([CH3:20])[CH3:21])[c:14]([O:17][CH3:18])[cH:15][cH:16]1.